This data is from the Open Reaction Database (ORD), a public repository of structured organic reaction records. The task is: describe an organic reaction: reactants, conditions, products, and yield The reactants are C(C1=CC=CC=C1)OC1=C(C=C(C=C1)C=C[N+](=O)[O-])OC (1-benzyloxy-2-methoxy-4-(2-nitrovinyl)benzene), [H-].[Al+3].[Li+].[H-].[H-].[H-] (lithium aluminum hydride), [OH-].[Na+] (sodium hydroxide). Solvent: O1CCCC1 (tetrahydrofuran), O1CCCC1 (tetrahydrofuran). Conditions: time 90 minute. Yields the product COC=1C=C(C=CC1OCC1=CC=CC=C1)CCN (2-(3-methoxy-4-benzyloxyphenyl)ethylamine). Yield: 89.1%. RXN SMILES: [H-].[Al+3].[Li+].[H-].[H-].[H-].[CH2:7]([O:14][C:15]1[CH:20]=[CH:19][C:18]([CH:21]=[CH:22][N+:23]([O-])=O)=[CH:17][C:16]=1[O:26][CH3:27])[C:8]1[CH:13]=[CH:12][CH:11]=[CH:10][CH:9]=1.[OH-].[Na+]>O1CCCC1>[CH3:27][O:26][C:16]1[CH:17]=[C:18]([CH2:21][CH2:22][NH2:23])[CH:19]=[CH:20][C:15]=1[O:14][CH2:7][C:8]1[CH:9]=[CH:10][CH:11]=[CH:12][CH:13]=1 |f:0.1.2.3.4.5,7.8|. Procedure details: 6.78 g (178.8 mmol) of lithium aluminum hydride and 200 ml of anhydrous tetrahydrofuran were mixed and an anhydrous tetrahydrofuran solution of 17.0 g (59.6 mmol) of 1-benzyloxy-2-methoxy-4-(2-nitrovinyl)benzene was added dropwise thereto over about 90 minutes under vigorous stirring. The mixture was refluxed for 2 hours by heating, and then cooled and aqueous sodium hydroxide solution was added to the mixture. The precipitates were filtered off with celite-precoated glass filter and the solvent...